Dataset: the Open Reaction Database (ORD), a public repository of structured organic reaction records. Task: describe an organic reaction: reactants, conditions, products, and yield Starting materials: BrCc1ccccc1, O=C([O-])[O-], O=C(Cc1cccc(O)c1)Nc1ccc(Cl)c(Cl)c1, [K+], [K+], CN(C)C=O. The product is O=C(Cc1cccc(OCc2ccccc2)c1)Nc1ccc(Cl)c(Cl)c1. RXN SMILES: [Br:26][CH2:27][c:28]1[cH:29][cH:30][cH:31][cH:32][cH:33]1.[C:20](=[O:21])([O-:22])[O-:23].[Cl:1][c:2]1[cH:3][c:4]([NH:9][C:10]([CH2:11][c:12]2[cH:13][c:14]([OH:18])[cH:15][cH:16][cH:17]2)=[O:19])[cH:5][cH:6][c:7]1[Cl:8].[K+:24].[K+:25].[O:34]=[CH:35][N:36]([CH3:37])[CH3:38]>>[Cl:1][c:2]1[cH:3][c:4]([NH:9][C:10]([CH2:11][c:12]2[cH:13][c:14]([O:18][CH2:27][c:28]3[cH:29][cH:30][cH:31][cH:32][cH:33]3)[cH:15][cH:16][cH:17]2)=[O:19])[cH:5][cH:6][c:7]1[Cl:8].